Dataset: the Open Reaction Database (ORD), a public repository of structured organic reaction records. Task: describe an organic reaction: reactants, conditions, products, and yield The reactants are BrC1=C(C=2N(C=C1)C(N(N2)CC(C)C)=O)I (7-bromo-8-iodo-2-isobutyl-[1,2,4]triazolo[4,3-a]pyridin-3(2H)-one), CC1=CC=C(C=C1)B(O)O (4-methylphenylboronic acid), C(=O)([O-])[O-].[K+].[K+] (K2CO3). Reagents/catalysts: C=1C=CC(=CC1)[P](C=2C=CC=CC2)(C=3C=CC=CC3)[Pd]([P](C=4C=CC=CC4)(C=5C=CC=CC5)C=6C=CC=CC6)([P](C=7C=CC=CC7)(C=8C=CC=CC8)C=9C=CC=CC9)[P](C=1C=CC=CC1)(C=1C=CC=CC1)C=1C=CC=CC1 (tetrakis(triphenylphosphine)palladium). Run in O1CCOCC1 (dioxane), O (water). Reaction conditions: temperature 100 celsius, time 15 hour. The product is BrC1=C(C=2N(C=C1)C(N(N2)CC(C)C)=O)C2=CC=C(C=C2)C (7-bromo-2-isobutyl-8-p-tolyl-[1,2,4]triazolo[4,3-a]pyridin-3(2H)-one). Isolated yield 34.4%. Reaction SMILES: [Br:1][C:2]1[CH:7]=[CH:6][N:5]2[C:8](=[O:15])[N:9]([CH2:11][CH:12]([CH3:14])[CH3:13])[N:10]=[C:4]2[C:3]=1I.[CH3:17][C:18]1[CH:23]=[CH:22][C:21](B(O)O)=[CH:20][CH:19]=1.C([O-])([O-])=O.[K+].[K+]>O1CCOCC1.O.C1C=CC([P]([Pd]([P](C2C=CC=CC=2)(C2C=CC=CC=2)C2C=CC=CC=2)([P](C2C=CC=CC=2)(C2C=CC=CC=2)C2C=CC=CC=2)[P](C2C=CC=CC=2)(C2C=CC=CC=2)C2C=CC=CC=2)(C2C=CC=CC=2)C2C=CC=CC=2)=CC=1>[Br:1][C:2]1[CH:7]=[CH:6][N:5]2[C:8](=[O:15])[N:9]([CH2:11][CH:12]([CH3:14])[CH3:13])[N:10]=[C:4]2[C:3]=1[C:21]1[CH:22]=[CH:23][C:18]([CH3:17])=[CH:19][CH:20]=1 |f:2.3.4,^1:43,45,64,83|. Procedure: To a stirring, degassed mixture of 7-bromo-8-iodo-2-isobutyl-[1,2,4]triazolo[4,3-a]pyridin-3(2H)-one (0.1 g, 0.25 mmol), 4-methylphenylboronic acid (0.04 g, 0.28 mmol), and tetrakis(triphenylphosphine)palladium (15 mg, 0.013 mmol) in dioxane (2.0 mL) at 20° C. was added K2CO3 (0.04 g, 0.28 mmol) in water (0.6 mL). The resulting reaction mixture was stirred at 100° C. for 15 h under argon. Analysis by HPLC/MS indicated that starting material had been consumed. The reaction mixture was brought to ...